Dataset: the Open Reaction Database (ORD), a public repository of structured organic reaction records. Task: describe an organic reaction: reactants, conditions, products, and yield Starting materials: Cl (hydrochloric acid), ClC1=CC=C(C=N1)CC(C#N)C#N (((6-Chloro-3-pyridyl)methyl)malononitrile), C(C=C)Br (allyl bromide), [H-].[Na+] (sodium hydride). Run in CN(C=O)C (N,N-dimethylformamide). Product: C(C=C)C(C#N)(C#N)CC=1C=NC(=CC1)Cl (2-allyl-2-((6-Chloro-3-pyridyl)methyl)malononitrile). RXN SMILES: [Cl:1][C:2]1[N:7]=[CH:6][C:5]([CH2:8][CH:9]([C:12]#[N:13])[C:10]#[N:11])=[CH:4][CH:3]=1.[H-].[Na+].[CH2:16](Br)[CH:17]=[CH2:18].Cl>CN(C)C=O>[CH2:18]([C:9]([CH2:8][C:5]1[CH:6]=[N:7][C:2]([Cl:1])=[CH:3][CH:4]=1)([C:12]#[N:13])[C:10]#[N:11])[CH:17]=[CH2:16] |f:1.2|. Reported procedure: ((6-Chloro-3-pyridyl)methyl)malononitrile (58 mg) was dissolved in N,N-dimethylformamide (2 ml), and sodium hydride (60% in oil, 14 mg) was added to the solution with stirring under ice-cooling. Then allyl bromide (0.13 ml) was added dropwise thereto, and the mixture was stirred overnight at room temperature. To the reaction mixture was added 10% hydrochloric acid, and extracted with diethyl ether. The organic layer was washed successively with 10% hydrochloric acid and saturated brine, dried ov... The product is C(C)(=O)OCCOC1=NN(C(=C1C1=CC=C(C=C1)C)N)CCO[Si](C)(C)C(C)(C)C (2-{[5-amino-1-(2-{[tert-butyl(dimethyl)silyl]oxy}ethyl)-4-(4-methylphenyl)-1H-pyrazol-3-yl]oxy}ethyl acetate). Reaction SMILES: [C:1]([O:4][CH2:5][CH2:6]Br)(=[O:3])[CH3:2].[NH2:8][C:9]1[N:13]([CH2:14][CH2:15][O:16][Si:17]([C:20]([CH3:23])([CH3:22])[CH3:21])([CH3:19])[CH3:18])[N:12]=[C:11]([OH:24])[C:10]=1[C:25]1[CH:30]=[CH:29][C:28]([CH3:31])=[CH:27][CH:26]=1.C(=O)([O-])[O-].[Cs+].[Cs+]>CN(C)C=O>[C:1]([O:4][CH2:5][CH2:6][O:24][C:11]1[C:10]([C:25]2[CH:26]=[CH:27][C:28]([CH3:31])=[CH:29][CH:30]=2)=[C:9]([NH2:8])[N:13]([CH2:14][CH2:15][O:16][Si:17]([C:20]([CH3:23])([CH3:22])[CH3:21])([CH3:19])[CH3:18])[N:12]=1)(=[O:3])[CH3:2] |f:2.3.4|. Reported procedure: 2-Bromoethyl acetate (0.29 g) was added dropwise over 1 minute to a stirred suspension of 5-amino-1-{2-[(tert-butyl)dimethylsilyl]oxyethyl}-4-(4-methylphenyl)-1-H-pyrazol-3-ol (0.60 g) (Preparation 31) and caesium carbonate (1.69 g) in anhydrous dimethylformamide (10 ml), under a nitrogen atmosphere, at room temperature. The resulting mixture was stirred overnight. The reaction was quenched by adding 1.0M citric acid (40 ml) and the resulting aqueous mixture was extracted with ethyl acetate (2×5... Yield: 46.8%. Conditions: time 8 hour. The reactants are C(C)(=O)OCCBr (2-Bromoethyl acetate), NC1=C(C(=NN1CCO[Si](C)(C)C(C)(C)C)O)C1=CC=C(C=C1)C (5-amino-1-{2-[(tert-butyl)dimethylsilyl]oxyethyl}-4-(4-methylphenyl)-1-H-pyrazol-3-ol), C([O-])([O-])=O.[Cs+].[Cs+] (caesium carbonate). Run in CN(C=O)C (dimethylformamide). Starting materials: Cl.C(N)(=N)C=1C=C(C=O)C=CC1 (3-amidinobenzaldehyde hydrochloride), NN1C(=NC(=C1)C1=CC=CC=C1)N (1,2-di-amino-4-phenyl-imidazole). Yields the product Cl.Cl.C(N)(=N)C=1C=C(C=NN2C(=NC(=C2)C2=CC=CC=C2)N)C=CC1 (1-(3-Amidinobenzylideneamino)-2-amino-4-phenyl-imidazole dihydrochloride). Reaction SMILES: [ClH:1].[C:2]([C:5]1[CH:6]=[C:7]([CH:10]=[CH:11][CH:12]=1)[CH:8]=O)(=[NH:4])[NH2:3].[NH2:13][N:14]1[CH:18]=[C:17]([C:19]2[CH:24]=[CH:23][CH:22]=[CH:21][CH:20]=2)[N:16]=[C:15]1[NH2:25]>>[ClH:1].[ClH:1].[C:2]([C:5]1[CH:6]=[C:7]([CH:10]=[CH:11][CH:12]=1)[CH:8]=[N:13][N:14]1[CH:18]=[C:17]([C:19]2[CH:24]=[CH:23][CH:22]=[CH:21][CH:20]=2)[N:16]=[C:15]1[NH2:25])(=[NH:4])[NH2:3] |f:0.1,3.4.5|. Procedure details: Analogously to Example 31, 3-amidinobenzaldehyde hydrochloride is reacted with 1,2-di-amino-4-phenyl-imidazole, yielding the title compound. Starting materials: C1NCC[C@@H]2[C@H]1C1=C(OC2)C=CC=C1 ((±)-[4aR*,10bS*]-1,3,4,4a,5,10b-hexahydro-2H-[1]benzopyrano[4,3-c]pyridine), ICCC (iodopropane), C(=O)(O)[O-].[Na+] (NaHCO3). Solvent: C1(=CC=CC=C1)C (toluene). Product: C(CC)N1C[C@H]2[C@@H](CC1)COC1=C2C=CC=C1 ((±)-[4aR*,10bS*]-1,3,4,4a,5,10b-Hexahydro-2-propyl-2H-[1]benzopyrano[4,3-c]pyridine). Reaction SMILES: [CH2:1]1[C@@H:6]2[C:7]3[CH:14]=[CH:13][CH:12]=[CH:11][C:8]=3[O:9][CH2:10][C@@H:5]2[CH2:4][CH2:3][NH:2]1.I[CH2:16][CH2:17][CH3:18].C([O-])(O)=O.[Na+]>C1(C)C=CC=CC=1>[CH2:16]([N:2]1[CH2:3][CH2:4][C@H:5]2[CH2:10][O:9][C:8]3[CH:11]=[CH:12][CH:13]=[CH:14][C:7]=3[C@H:6]2[CH2:1]1)[CH2:17][CH3:18] |f:2.3|. Procedure: A solution of 0.235 g (±)-[4aR*,10bS*]-1,3,4,4a,5,10b-hexahydro-2H-[1]benzopyrano[4,3-c]pyridine in 5 ml toluene is refluxed with 200 mg iodopropane and 3 ml saturated NaHCO3 solution for 2 hours. The organic phase is separated, dried over Na2SO4, filtered, concentrated in vacuo, and flash chromatographed with CH2Cl2 /ammonia saturated methanol (95:5)to give the title compound; m.p. HCl salt 245°-247°.